describe an organic reaction: reactants, conditions, products, and yield From a dataset of the Open Reaction Database (ORD), a public repository of structured organic reaction records. The reactants are O=C=NC1CC1c1c(F)cccc1Cl, Nc1ccc(Cl)cn1. The product is O=C(Nc1ccc(Cl)cn1)NC1CC1c1c(F)cccc1Cl. As a reaction SMILES: [Cl:1][c:2]1[c:3]([CH:9]2[CH:10]([N:12]=[C:13]=[O:14])[CH2:11]2)[c:4]([F:8])[cH:5][cH:6][cH:7]1.[NH2:15][c:16]1[n:17][cH:18][c:19]([Cl:22])[cH:20][cH:21]1>>[Cl:1][c:2]1[c:3]([CH:9]2[CH:10]([NH:12][C:13](=[O:14])[NH:15][c:16]3[n:17][cH:18][c:19]([Cl:22])[cH:20][cH:21]3)[CH2:11]2)[c:4]([F:8])[cH:5][cH:6][cH:7]1. Starting materials: CN(C=1SC2=C(C1C(=O)C1=CC=C(C=C1)OCCN1CCCCC1)C=CC(=C2)OC)C ([2-dimethylamino-6-methoxybenzothien-3-yl][4-[2-(1-piperdinyl)ethoxy]phenyl]-methanone), COC1=CC=C(C[Mg]Br)C=C1 (4-methoxybenzylmagnesium bromide). Solvent: C1CCOC1 (THF), C1CCOC1 (THF). The product is COC1=CC=C(C=C1)CC=1SC2=C(C1C(=O)C1=CC=C(C=C1)OCCN1CCCCC1)C=CC(=C2)OC ([2-(4-Methoxyphenyl)methyl-6-methoxybenzothien-3-yl][4-[2-(1-piperdinyl)ethoxy]phenyl]methanone). Isolated yield 29.4%. Reaction SMILES: CN(C)[C:3]1[S:4][C:5]2[CH:28]=[C:27]([O:29][CH3:30])[CH:26]=[CH:25][C:6]=2[C:7]=1[C:8]([C:10]1[CH:15]=[CH:14][C:13]([O:16][CH2:17][CH2:18][N:19]2[CH2:24][CH2:23][CH2:22][CH2:21][CH2:20]2)=[CH:12][CH:11]=1)=[O:9].[CH3:32][O:33][C:34]1[CH:42]=[CH:41][C:37]([CH2:38][Mg]Br)=[CH:36][CH:35]=1>C1COCC1>[CH3:32][O:33][C:34]1[CH:42]=[CH:41][C:37]([CH2:38][C:3]2[S:4][C:5]3[CH:28]=[C:27]([O:29][CH3:30])[CH:26]=[CH:25][C:6]=3[C:7]=2[C:8]([C:10]2[CH:11]=[CH:12][C:13]([O:16][CH2:17][CH2:18][N:19]3[CH2:20][CH2:21][CH2:22][CH2:23][CH2:24]3)=[CH:14][CH:15]=2)=[O:9])=[CH:36][CH:35]=1. Procedure details: By the method described in Example 1, [2-dimethylamino-6-methoxybenzothien-3-yl][4-[2-(1-piperdinyl)ethoxy]phenyl]-methanone (6.0 g, 13.7 mmol) in THF (51 mL) was reacted with a 0.83M THF solution of 4-methoxybenzylmagnesium bromide (19.8 mL, 16.4 mmol) (prepared from 4-methoxybenzylchloride and magnesium turnings in THF) at ambient temperature. Purification by chromatography (silica gel, 1:1 hexane:ethyl acetate, 0.1% ammonium hydroxide) and recrystallization from ethyl acetate gave 2.08 g (29%... Starting materials: C[O-], OCCC1CSC(c2cc3cccc(NC4CCCC4)c3[nH]2)=N1, [Na+]. Product: COCCC1CSC(c2cc3cccc(NC4CCCC4)c3[nH]2)=N1. Reaction SMILES: [CH3:24][O-:25].[CH:1]1([NH:6][c:7]2[cH:8][cH:9][cH:10][c:11]3[cH:12][c:13]([C:16]4=[N:20][CH:19]([CH2:21][CH2:22][OH:23])[CH2:18][S:17]4)[nH:14][c:15]23)[CH2:2][CH2:3][CH2:4][CH2:5]1.[Na+:26]>>[CH:1]1([NH:6][c:7]2[cH:8][cH:9][cH:10][c:11]3[cH:12][c:13]([C:16]4=[N:20][CH:19]([CH2:21][CH2:22][O:23][CH3:24])[CH2:18][S:17]4)[nH:14][c:15]23)[CH2:2][CH2:3][CH2:4][CH2:5]1. The reactants are CC(=O)Nc1ccc(Oc2ccnc3c2c(Br)cn3S(=O)(=O)c2ccc(C)cc2)c(F)c1, O=C([O-])[O-], CO, OB(O)C1CC1, ClCCl, [K+], [K+], CN(C)C=O. The product is CC(=O)Nc1ccc(Oc2ccnc3c2c(C2CC2)cn3S(=O)(=O)c2ccc(C)cc2)c(F)c1. As a reaction SMILES: [Br:1][c:2]1[cH:3][n:4]([S:23](=[O:24])(=[O:25])[c:26]2[cH:27][cH:28][c:29]([CH3:32])[cH:30][cH:31]2)[c:5]2[n:6][cH:7][cH:8][c:9]([O:11][c:12]3[c:13]([F:22])[cH:14][c:15]([NH:18][C:19]([CH3:20])=[O:21])[cH:16][cH:17]3)[c:10]12.[C:33](=[O:34])([O-:35])[O-:36].[CH3:50][OH:51].[CH:39]1([B:42]([OH:43])[OH:44])[CH2:40][CH2:41]1.[Cl:52][CH2:53][Cl:54].[K+:37].[K+:38].[O:45]=[CH:46][N:47]([CH3:48])[CH3:49]>>[c:2]1([CH:39]2[CH2:40][CH2:41]2)[cH:3][n:4]([S:23](=[O:24])(=[O:25])[c:26]2[cH:27][cH:28][c:29]([CH3:32])[cH:30][cH:31]2)[c:5]2[n:6][cH:7][cH:8][c:9]([O:11][c:12]3[c:13]([F:22])[cH:14][c:15]([NH:18][C:19]([CH3:20])=[O:21])[cH:16][cH:17]3)[c:10]12. Run at time 15 minute. As a reaction SMILES: [O:1]1[C:6]2[CH:7]=[CH:8][CH:9]=[CH:10][C:5]=2[O:4][CH2:3][C@@H:2]1[CH2:11][N:12]1[CH2:17][CH2:16][CH2:15][C@@:14]([CH2:19][OH:20])([CH3:18])[CH2:13]1.[OH-].[Na+].Br[CH2:24][CH2:25][O:26][CH:27]1[CH2:32][CH2:31][CH2:30][CH2:29][O:28]1.O>[Br-].C([N+](CCCC)(CCCC)CCCC)CCC.[Cl-].[Na+].O>[O:1]1[C:6]2[CH:7]=[CH:8][CH:9]=[CH:10][C:5]=2[O:4][CH2:3][C@@H:2]1[CH2:11][N:12]1[CH2:17][CH2:16][CH2:15][C@:14]([CH3:18])([CH2:19][O:20][CH2:24][CH2:25][O:26][CH:27]2[CH2:32][CH2:31][CH2:30][CH2:29][O:28]2)[CH2:13]1 |f:1.2,5.6,7.8.9|. Solvent: [Cl-].[Na+].O (brine). The reactants are O (water), O1[C@H](COC2=C1C=CC=C2)CN2C[C@@](CCC2)(C)CO ({(S)-1-[(S)-1-(2,3-dihydrobenzo[1,4]dioxin-2-yl)methyl]-3-methylpiperidin-3-yl}-methanol), [OH-].[Na+] (NaOH), BrCCOC1OCCCC1 (2-(2-Bromoethoxy)tetrahydropyran). Reported procedure: A mixture of {(S)-1-[(S)-1-(2,3-dihydrobenzo[1,4]dioxin-2-yl)methyl]-3-methylpiperidin-3-yl}-methanol (5.12 g, 18.5 mmol), 50% NaOH (125 ml) and tetrabutylammonium bromide (0.585 g, 1.8 mmol) was stirred at RT for 15 min and then heated up to 60° C. 2-(2-Bromoethoxy)tetrahydropyran (11.3 g, 54.0 mmol) was added to the reaction mixture at 60° C. during 2 h. After the addition the reaction mixture was stirred at 60° C. for 5 h. The reaction mixture was cooled down to RT and brine and water was add... Reagents/catalysts: [Br-].C(CCC)[N+](CCCC)(CCCC)CCCC (tetrabutylammonium bromide). The product is O1[C@H](COC2=C1C=CC=C2)CN2C[C@](CCC2)(COCCOC2OCCCC2)C ((S)-1-[(S)-1-(2,3-dihydrobenzo[1,4]dioxin-2-yl)methyl]-3-methyl-3-[2-(tetra-hydropyran-2-yloxy)ethoxymethyl]piperidine). Starting materials: CCC[Mg+], COC(=O)c1ccc(C=O)cc1, [Cl-]. Yields the product CCCC(O)c1ccc(C(=O)OC)cc1. Reaction SMILES: [CH2:14]([CH2:15][CH3:16])[Mg+:17].[CH3:1][O:2][C:3]([c:4]1[cH:5][cH:6][c:7]([CH:10]=[O:11])[cH:8][cH:9]1)=[O:12].[Cl-:13]>>[CH3:1][O:2][C:3]([c:4]1[cH:5][cH:6][c:7]([CH:10]([OH:11])[CH2:14][CH2:15][CH3:16])[cH:8][cH:9]1)=[O:12].